This data is from the Open Reaction Database (ORD), a public repository of structured organic reaction records. The task is: describe an organic reaction: reactants, conditions, products, and yield Reactants: [N+](=O)([O-])C=1C=C(C(=CC1)C=CC1=CC=C(C=C1)NC(C)=O)S(=O)(=O)O (4-nitro-4'-acetylaminostilbene-2-sulphonic acid), [S-2].[Na+].[Na+] (sodium sulphide). Run in C(C)O (ethanol). The product is NC=1C=C(C(=CC1)C=CC1=CC=C(C=C1)NC(C)=O)S(=O)(=O)O (4-amino-4'-acetylaminostilbene-2-sulphonic acid). As a reaction SMILES: [N+:1]([C:4]1[CH:5]=[C:6]([S:22]([OH:25])(=[O:24])=[O:23])[C:7]([CH:10]=[CH:11][C:12]2[CH:17]=[CH:16][C:15]([NH:18][C:19](=[O:21])[CH3:20])=[CH:14][CH:13]=2)=[CH:8][CH:9]=1)([O-])=O.[S-2].[Na+].[Na+]>C(O)C>[NH2:1][C:4]1[CH:5]=[C:6]([S:22]([OH:25])(=[O:23])=[O:24])[C:7]([CH:10]=[CH:11][C:12]2[CH:13]=[CH:14][C:15]([NH:18][C:19](=[O:21])[CH3:20])=[CH:16][CH:17]=2)=[CH:8][CH:9]=1 |f:1.2.3|. Reported procedure: If the nitro group of the 4-nitro-4'-acetylaminostilbene-2-sulphonic acid obtained according to a) is reduced in aqueous ethanol with sodium sulphide or analogously to the procedure in DOS (German Patent Specification) 3,805,513, Example 3, 4-amino-4'-acetylaminostilbene-2-sulphonic acid is obtained.